Task: describe an organic reaction: reactants, conditions, products, and yield. Dataset: the Open Reaction Database (ORD), a public repository of structured organic reaction records Starting materials: N#CC(Br)c1ccccc1, O=C([O-])[O-], COC(=O)c1n[nH]c(C(=O)OC)c1OCc1ccccc1, [Cs+], [Cs+], CN(C)C=O. The product is COC(=O)c1nn(C(C#N)c2ccccc2)c(C(=O)OC)c1OCc1ccccc1. As a reaction SMILES: [Br:22][CH:23]([C:24]#[N:25])[c:26]1[cH:27][cH:28][cH:29][cH:30][cH:31]1.[C:32](=[O:33])([O-:34])[O-:35].[CH2:1]([c:2]1[cH:3][cH:4][cH:5][cH:6][cH:7]1)[O:8][c:9]1[c:10]([C:18](=[O:19])[O:20][CH3:21])[n:11][nH:12][c:13]1[C:14](=[O:15])[O:16][CH3:17].[Cs+:36].[Cs+:37].[O:38]=[CH:39][N:40]([CH3:41])[CH3:42]>>[CH2:1]([c:2]1[cH:3][cH:4][cH:5][cH:6][cH:7]1)[O:8][c:9]1[c:10]([C:18](=[O:19])[O:20][CH3:21])[n:11]([CH:23]([C:24]#[N:25])[c:26]2[cH:27][cH:28][cH:29][cH:30][cH:31]2)[n:12][c:13]1[C:14](=[O:15])[O:16][CH3:17]. Starting materials: NC(=O)C(Br)(Br)C(N)=O, O=C([O-])[O-], CC#N, CC(Cc1ccc(O)c(O)c1)N1CC(c2cccc(Cl)c2)OC1=O, [K+], [K+]. The product is CC(Cc1ccc2c(c1)OC(C(N)=O)(C(N)=O)O2)N1CC(c2cccc(Cl)c2)OC1=O. As a reaction SMILES: [Br:25][C:26]([C:27](=[O:28])[NH2:29])([C:30](=[O:31])[NH2:32])[Br:33].[C:34](=[O:35])([O-:36])[O-:37].[CH3:40][C:41]#[N:42].[Cl:1][c:2]1[cH:3][c:4]([CH:8]2[CH2:9][N:10]([CH:14]([CH2:15][c:16]3[cH:17][c:18]([OH:23])[c:19]([OH:22])[cH:20][cH:21]3)[CH3:24])[C:11](=[O:13])[O:12]2)[cH:5][cH:6][cH:7]1.[K+:38].[K+:39]>>[Cl:1][c:2]1[cH:3][c:4]([CH:8]2[CH2:9][N:10]([CH:14]([CH2:15][c:16]3[cH:17][c:18]4[c:19]([cH:20][cH:21]3)[O:22][C:26]([C:27](=[O:28])[NH2:29])([C:30](=[O:31])[NH2:32])[O:23]4)[CH3:24])[C:11](=[O:13])[O:12]2)[cH:5][cH:6][cH:7]1. Reported procedure: Intermediate 73(c) from Example 73 (1.8 g, 5 mmol) was dissolved in methanol (22 mL). 4M HCl in dioxane (22 mL, 75 mmol) was carefully added, and the solution was heated at 90° C. for 1 hour. After cooling to 22° C., the volatiles were removed in vacuo giving 6-amino-2-(3- hydroxymethyl-phenyl)-1H-indole-4-carboxylic acid methyl ester which was then combined with (1R,2R)-2-phenyl-cyclopropanecarboxylic acid (2 g, 12.5 mmol), triethylamine (3.5 mL, 25 mmol), and O-(7-azabenzotriazol-1-yl)-N,N,N′,... Starting materials: Cl (HCl), O1CCOCC1 (dioxane), CN(C)CC=1C=C(C=CC1)C=1NC=2C=C(C=C3C2C1C=NNC3=O)NC(C3=C(C(=CC=C3)C(F)(F)F)F)=O (N[2-(3-Dimethylaminomethyl-phenyl)-6-oxo-5,6-dihydro-1H-[1,2]diazepino[4,5,6-cd]indol-8-yl]-2-fluoro-3-trifluoromethyl-benzamide), CO (methanol). Reaction conditions: temperature 90 celsius. As a reaction SMILES: CN([CH2:4][C:5]1[CH:6]=[C:7]([C:11]2[NH:12][C:13]3[CH:14]=[C:15]([NH:25]C(=O)C4C=CC=C(C(F)(F)F)C=4F)[CH:16]=[C:17]4[C:23](=[O:24])NN=C[C:19]=2[C:18]=34)[CH:8]=[CH:9][CH:10]=1)C.Cl.[O:40]1CCOC[CH2:41]1.C[OH:47]>>[CH3:41][O:40][C:23]([C:17]1[C:18]2[CH:19]=[C:11]([C:7]3[CH:8]=[CH:9][CH:10]=[C:5]([CH2:4][OH:47])[CH:6]=3)[NH:12][C:13]=2[CH:14]=[C:15]([NH2:25])[CH:16]=1)=[O:24]. The product is COC(=O)C=1C=2C=C(NC2C=C(C1)N)C1=CC(=CC=C1)CO (6-amino-2-(3- hydroxymethyl-phenyl)-1H-indole-4-carboxylic acid methyl ester). The reactants are COC(CC1(CC1)NC(=O)C=1C(=C2C=C(C(N(C2=C(N1)C=1C=NC=CC1)CC1=CC=CC=C1)=O)C1=CC=CC=C1)O)=O ({1-[(1-benzyl-5-hydroxy-2-oxo-3-phenyl-8-pyridin-3-yl-1,2-dihydro-[1,7]naphthyridine-6-carbonyl)-amino]-cyclopropyl}-acetic acid methyl ester), [OH-].[Na+] (NaOH), CO (MeOH), C1CCOC1 (THF). The solvent is C(=O)(O)[O-].[Na+] (NaHCO3). Conditions: time 2 day. The product is C(C1=CC=CC=C1)N1C(C(=CC2=C(C(=NC(=C12)C=1C=NC=CC1)C(=O)NC1(CC1)CC(=O)O)O)C1=CC=CC=C1)=O ({1-[(1-Benzyl-5-hydroxy-2-oxo-3-phenyl-8-pyridin-3-yl-1,2-dihydro-[1,7]naphthyridine-6-carbonyl)-amino]cyclopropyl}-acetic acid). Isolated yield 47.3%. As a reaction SMILES: C[O:2][C:3](=[O:42])[CH2:4][C:5]1([NH:8][C:9]([C:11]2[C:12]([OH:41])=[C:13]3[C:18](=[C:19]([C:21]4[CH:22]=[N:23][CH:24]=[CH:25][CH:26]=4)[N:20]=2)[N:17]([CH2:27][C:28]2[CH:33]=[CH:32][CH:31]=[CH:30][CH:29]=2)[C:16](=[O:34])[C:15]([C:35]2[CH:40]=[CH:39][CH:38]=[CH:37][CH:36]=2)=[CH:14]3)=[O:10])[CH2:7][CH2:6]1.[OH-].[Na+].CO.C1COCC1>C([O-])(O)=O.[Na+]>[CH2:27]([N:17]1[C:18]2[C:13](=[C:12]([OH:41])[C:11]([C:9]([NH:8][C:5]3([CH2:4][C:3]([OH:42])=[O:2])[CH2:6][CH2:7]3)=[O:10])=[N:20][C:19]=2[C:21]2[CH:22]=[N:23][CH:24]=[CH:25][CH:26]=2)[CH:14]=[C:15]([C:35]2[CH:36]=[CH:37][CH:38]=[CH:39][CH:40]=2)[C:16]1=[O:34])[C:28]1[CH:33]=[CH:32][CH:31]=[CH:30][CH:29]=1 |f:1.2,5.6|. Procedure: A mixture of {1-[(1-benzyl-5-hydroxy-2-oxo-3-phenyl-8-pyridin-3-yl-1,2-dihydro-[1,7]naphthyridine-6-carbonyl)-amino]-cyclopropyl}-acetic acid methyl ester (5 mg, 0.0089 mmol), 2 M NaOH (3 mL), MeOH (3 mL) and THF (3 mL) was stirred at r.t. for 2 days, then concentrated to approximately one-third of its original volume. 1 M HCl was added until pH was about 3, and the resulting suspension was extracted with EtOAc. The organic layer was dried over MgSO4 and concentrated. The crude product was purif... Starting materials: COC(=O)C1=NC2=C(C=CC=C2C=C1)N (8-aminoquinoline-2-carboxylic acid methyl ester), N (ammonia). The product is NC=1C=CC=C2C=CC(=NC12)C(=O)N (8-Aminoquinoline-2-carboxylic acid amide). RXN SMILES: C[O:2][C:3]([C:5]1[CH:14]=[CH:13][C:12]2[C:7](=[C:8]([NH2:15])[CH:9]=[CH:10][CH:11]=2)[N:6]=1)=O.[NH3:16]>>[NH2:15][C:8]1[CH:9]=[CH:10][CH:11]=[C:12]2[C:7]=1[N:6]=[C:5]([C:3]([NH2:16])=[O:2])[CH:14]=[CH:13]2. Reported procedure: Analogously to Example 37, 120 mg (0.59 mmol) of 8-aminoquinoline-2-carboxylic acid methyl ester is reacted with 10 ml of a 7N methanolic ammonia solution. After purification on silica gel with hexane-ethyl acetate, 79 mg (72% of theory) of the product is obtained. Starting materials: BrC=1C=[N+](C2=CC=CC=C2C1[N+](=O)[O-])[O-] (3-Bromo-4-nitroquinoline-N-oxide), C(C)N (ethylamine). Run in O1CCCC1 (tetrahydrofuran). Conditions: time 1 hour. The product is C(C)NC=1C=[N+](C2=CC=CC=C2C1[N+](=O)[O-])[O-] (3-ethylamino-4-nitroquinoline-N-oxide). Reaction SMILES: Br[C:2]1[CH:3]=[N+:4]([O-:15])[C:5]2[C:10]([C:11]=1[N+:12]([O-:14])=[O:13])=[CH:9][CH:8]=[CH:7][CH:6]=2.[CH2:16]([NH2:18])[CH3:17]>O1CCCC1>[CH2:16]([NH:18][C:2]1[CH:3]=[N+:4]([O-:15])[C:5]2[C:10]([C:11]=1[N+:12]([O-:14])=[O:13])=[CH:9][CH:8]=[CH:7][CH:6]=2)[CH3:17]. Reported procedure: 3-Bromo-4-nitroquinoline-N-oxide (10 g, 0.037 mol) was dissolved in tetrahydrofuran (100 ml). To the solution, ethylamine (5.96 g, 70% in H2O) was added and the mixture was stirred at room temperature for 1 hour. Tetrahydrofuran was distilled off under vacuum from the whole reaction mixture and the residue was dissolved in chloroform. The chloroform layer was washed with water and dried with anhydrous sodium sulfate. Upon isolation and purification by chromatography on a silica gel column using ... Starting materials: Cc1oc(-c2ccc(Br)cc2)nc1CCl, O=C([O-])[O-], [K+], [K+], O, CC(C)(C)OC(=O)C1COc2cc(O)ccc2C1. Product: Cc1oc(-c2ccc(Br)cc2)nc1COc1ccc2c(c1)OCC(C(=O)OC(C)(C)C)C2. As a reaction SMILES: [Br:25][c:26]1[cH:27][cH:28][c:29](-[c:32]2[o:33][c:34]([CH3:39])[c:35]([CH2:37][Cl:38])[n:36]2)[cH:30][cH:31]1.[C:19](=[O:20])([O-:21])[O-:22].[K+:23].[K+:24].[OH2:40].[OH:1][c:2]1[cH:3][cH:4][c:5]2[c:10]([cH:11]1)[O:9][CH2:8][CH:7]([C:12](=[O:13])[O:14][C:15]([CH3:16])([CH3:17])[CH3:18])[CH2:6]2>>[O:1]([c:2]1[cH:3][cH:4][c:5]2[c:10]([cH:11]1)[O:9][CH2:8][CH:7]([C:12](=[O:13])[O:14][C:15]([CH3:16])([CH3:17])[CH3:18])[CH2:6]2)[CH2:37][c:35]1[c:34]([CH3:39])[o:33][c:32](-[c:29]2[cH:28][cH:27][c:26]([Br:25])[cH:31][cH:30]2)[n:36]1. Starting materials: CCO, Cn1c(C(O)(c2ccc(Cl)cc2)c2ccc3c(c2)c(-c2cccc(C#C[Si](C)(C)C)c2)cc(=O)n3C)cnc1S, [Ni]. The product is Cn1cncc1C(O)(c1ccc(Cl)cc1)c1ccc2c(c1)c(-c1cccc(C#C[Si](C)(C)C)c1)cc(=O)n2C. RXN SMILES: [CH3:41][CH2:42][OH:43].[Cl:1][c:2]1[cH:3][cH:4][c:5]([C:8]([c:9]2[cH:10][c:11]3[c:12](-[c:21]4[cH:22][c:23]([C:27]#[C:28][Si:29]([CH3:30])([CH3:31])[CH3:32])[cH:24][cH:25][cH:26]4)[cH:13][c:14](=[O:20])[n:15]([CH3:19])[c:16]3[cH:17][cH:18]2)([c:33]2[n:34]([CH3:39])[c:35]([SH:38])[n:36][cH:37]2)[OH:40])[cH:6][cH:7]1.[Ni:44]>>[Cl:1][c:2]1[cH:3][cH:4][c:5]([C:8]([c:9]2[cH:10][c:11]3[c:12](-[c:21]4[cH:22][c:23]([C:27]#[C:28][Si:29]([CH3:30])([CH3:31])[CH3:32])[cH:24][cH:25][cH:26]4)[cH:13][c:14](=[O:20])[n:15]([CH3:19])[c:16]3[cH:17][cH:18]2)([c:33]2[n:34]([CH3:39])[cH:35][n:36][cH:37]2)[OH:40])[cH:6][cH:7]1. Starting materials: BrC1=CC=C(C=C1)C1=C(C(=NO1)C)C(CCCC1=CC=CC=C1)O (1-[5-(4-bromo-phenyl)-3-methyl-isoxazol-4-yl]-4-phenyl-butan-1-ol), C(C)OC(=O)C1(CC1)C1=C(C=CC=C1)B1OC(C(O1)(C)C)(C)C (1-[2-(4,4,5,5-tetramethyl-[1,3,2]dioxaborolan-2-yl)-phenyl]-cyclopropanecarboxylic acid ethyl ester). Yields the product C(C)OC(=O)C1(CC1)C1=C(C=CC=C1)C1=CC=C(C=C1)C1=C(C(=NO1)C)C(CCCC1=CC=CC=C1)O (1-{4′-[4-(1-Hydroxy-4-phenyl-butyl)-3-methyl-isoxazol-5-yl]-biphenyl-2-yl}-cyclopropanecarboxylic acid ethyl ester). RXN SMILES: Br[C:2]1[CH:7]=[CH:6][C:5]([C:8]2[O:12][N:11]=[C:10]([CH3:13])[C:9]=2[CH:14]([OH:24])[CH2:15][CH2:16][CH2:17][C:18]2[CH:23]=[CH:22][CH:21]=[CH:20][CH:19]=2)=[CH:4][CH:3]=1.[CH2:25]([O:27][C:28]([C:30]1([C:33]2[CH:38]=[CH:37][CH:36]=[CH:35][C:34]=2B2OC(C)(C)C(C)(C)O2)[CH2:32][CH2:31]1)=[O:29])[CH3:26]>>[CH2:25]([O:27][C:28]([C:30]1([C:33]2[CH:38]=[CH:37][CH:36]=[CH:35][C:34]=2[C:2]2[CH:7]=[CH:6][C:5]([C:8]3[O:12][N:11]=[C:10]([CH3:13])[C:9]=3[CH:14]([OH:24])[CH2:15][CH2:16][CH2:17][C:18]3[CH:23]=[CH:22][CH:21]=[CH:20][CH:19]=3)=[CH:4][CH:3]=2)[CH2:31][CH2:32]1)=[O:29])[CH3:26]. Reported procedure: Prepared according to the procedure described in Example 110, Step 3, using 1-[5-(4-bromo-phenyl)-3-methyl-isoxazol-4-yl]-4-phenyl-butan-1-ol and 1-[2-(4,4,5,5-tetramethyl-[1,3,2]dioxaborolan-2-yl)-phenyl]-cyclopropanecarboxylic acid ethyl ester. Reactants: CO, NCCCOc1sccc1CN1CCCCC1, COc1c(N)c(=O)c1=O. The product is Nc1c(NCCCOc2sccc2CN2CCCCC2)c(=O)c1=O. Reaction SMILES: [CH3:27][OH:28].[N:10]1([CH2:16][c:17]2[c:18]([O:22][CH2:23][CH2:24][CH2:25][NH2:26])[s:19][cH:20][cH:21]2)[CH2:11][CH2:12][CH2:13][CH2:14][CH2:15]1.[NH2:1][c:2]1[c:3]([O:8][CH3:9])[c:4](=[O:7])[c:5]1=[O:6]>>[NH2:1][c:2]1[c:3]([NH:26][CH2:25][CH2:24][CH2:23][O:22][c:18]2[c:17]([CH2:16][N:10]3[CH2:11][CH2:12][CH2:13][CH2:14][CH2:15]3)[cH:21][cH:20][s:19]2)[c:4](=[O:7])[c:5]1=[O:6].